Dataset: the Open Reaction Database (ORD), a public repository of structured organic reaction records. Task: describe an organic reaction: reactants, conditions, products, and yield Reactants: CO, [Na+], [OH-], CCCc1c(OCCCOc2ccc(C(=O)C(=O)O)cc2)ccc(C(=O)OC)c1O. Product: CCCc1c(OCCCOc2ccc(C(=O)C(=O)O)cc2)ccc(C(=O)O)c1O. RXN SMILES: [CH3:33][OH:34].[Na+:32].[OH-:31].[OH:1][c:2]1[c:3]([CH2:28][CH2:29][CH3:30])[c:4]([O:5][CH2:6][CH2:7][CH2:8][O:9][c:10]2[cH:11][cH:12][c:13]([C:16]([C:17](=[O:18])[OH:19])=[O:20])[cH:14][cH:15]2)[cH:21][cH:22][c:23]1[C:24](=[O:25])[O:26][CH3:27]>>[OH:1][c:2]1[c:3]([CH2:28][CH2:29][CH3:30])[c:4]([O:5][CH2:6][CH2:7][CH2:8][O:9][c:10]2[cH:11][cH:12][c:13]([C:16]([C:17](=[O:18])[OH:19])=[O:20])[cH:14][cH:15]2)[cH:21][cH:22][c:23]1[C:24](=[O:25])[OH:26]. Starting materials: C[Si](C)(C)I (trimethylsilyl iodide), BrC=1C=C2C(=NNC2=CC1C1=CC=C(C=C1)OCC1=CC=CC=C1)NC(CCC)=O (N-[5-bromo-6-[4-(phenylmethoxy)phenyl]-1H-indazol-3-yl]butanamide). Run in CO (methanol). The product is BrC=1C=C2C(=NNC2=CC1C1=CC=C(C=C1)O)NC(CCC)=O (N-[5-bromo-6-(4-hydroxyphenyl)-1H-indazol-3-yl]butanamide). Yield: 32.3%. Reaction SMILES: C[Si](I)(C)C.[Br:6][C:7]1[CH:8]=[C:9]2[C:13](=[CH:14][C:15]=1[C:16]1[CH:21]=[CH:20][C:19]([O:22]CC3C=CC=CC=3)=[CH:18][CH:17]=1)[NH:12][N:11]=[C:10]2[NH:30][C:31](=[O:35])[CH2:32][CH2:33][CH3:34]>CO>[Br:6][C:7]1[CH:8]=[C:9]2[C:13](=[CH:14][C:15]=1[C:16]1[CH:17]=[CH:18][C:19]([OH:22])=[CH:20][CH:21]=1)[NH:12][N:11]=[C:10]2[NH:30][C:31](=[O:35])[CH2:32][CH2:33][CH3:34]. Procedure: 10 cm3 of trimethylsilyl iodide are added to 500 mg of N-[5-bromo-6-[4-(phenylmethoxy)phenyl]-1H-indazol-3-yl]butanamide, prepared previously, and the mixture is refluxed for 4 hours. 25 cm3 of methanol are added and the reaction medium is refluxed for 15 minutes and then concentrated to dryness under reduced pressure (2 kPa; 50° C.). The residue is taken up in 50 cm3 of ethyl acetate and is washed with 2×50 cm3 of 10% sodium thiosulphate solution and then with 50 cm3 of water and 50 cm3 of satu... Starting materials: [BH4-], CO, Cl, [Na+], CC(C)(C)OC(=O)N1CCC(=O)C1, O. Yields the product CC(C)(C)OC(=O)N1CCC(O)C1. As a reaction SMILES: [BH4-:14].[CH3:17][OH:18].[ClH:16].[Na+:15].[O:1]=[C:2]1[CH2:3][N:4]([C:7](=[O:8])[O:9][C:10]([CH3:11])([CH3:12])[CH3:13])[CH2:5][CH2:6]1.[OH2:19]>>[OH:1][CH:2]1[CH2:3][N:4]([C:7](=[O:8])[O:9][C:10]([CH3:11])([CH3:12])[CH3:13])[CH2:5][CH2:6]1. Reaction SMILES: [C:1]1(P(C2C=CC=CC=2)C2C=CC=CC=2)C=CC=C[CH:2]=1.[OH-].[Ca+2].[OH-].[OH:23][CH2:24][CH:25]([CH2:37][OH:38])[CH2:26][CH2:27][N:28]1[CH:35]=[C:34](I)[C:32](=[O:33])[NH:31][C:29]1=[O:30].C(OC=C)(=O)C>CN(C=O)C.C([O-])(=O)C.[Pd+2].C([O-])(=O)C.C(N(CC)CC)C>[OH:23][CH2:24][CH:25]([CH2:37][OH:38])[CH2:26][CH2:27][N:28]1[CH:35]=[C:34]([CH:1]=[CH2:2])[C:32](=[O:33])[NH:31][C:29]1=[O:30] |f:1.2.3,7.8.9|. The reagents and catalysts are C(C)(=O)[O-].[Pd+2].C(C)(=O)[O-] (palladium (II) acetate). Reactants: C1(=CC=CC=C1)P(C1=CC=CC=C1)C1=CC=CC=C1 (triphenylphosphine), [OH-].[Ca+2].[OH-] (calcium hydroxide), OCC(CCN1C(=O)NC(=O)C(=C1)I)CO (1-[4-Hydroxy-3-(hydroxymethyl)-1-butyl]-5-iodouracil), C(C)(=O)OC=C (vinyl acetate). Run in CN(C)C=O (DMF), C(C)N(CC)CC (triethylamine). The yield is 475.7%. The product is OCC(CCN1C(=O)NC(=O)C(=C1)C=C)CO (1-[4-Hydroxy-3-(hydroxymethyl)-1-butyl]-5-vinyluracil). Procedure details: A mixture of palladium (II) acetate (79 mg, 0.35 mmol), triphenylphosphine (185 mg, 0.7 mmol) and triethylamine (5 ml), (dried over calcium hydroxide) in dry DMF (80 ml) was maintained at 70° C. with stirring until an intense red color appeared. Compound 19 (2.36 gm, 6.95 mmol) and vinyl acetate (30 ml, 330 mmol) were then added, and the reaction was allowed to proceed at 70° C. for 6 h with stirring. The solvent was removed in vacuo and the residue obtained was extracted with water (2×50 ml). T... Run at temperature 70 celsius, time 6 hour.